Dataset: the Open Reaction Database (ORD), a public repository of structured organic reaction records. Task: describe an organic reaction: reactants, conditions, products, and yield Starting materials: [OH-].[Na+] (sodium hydroxide), C(C)(=O)OCC1=C(C(=CC=C1)C(C)(C)C)F (3-tert-butyl-2-fluorobenzyl acetate). The solvent is O1CCOCC1 (dioxane), O (water). Reaction conditions: temperature 50 celsius, time 7 hour. Product: C(C)(C)(C)C=1C(=C(CO)C=CC1)F (3-tert-butyl-2-fluorobenzyl alcohol). The yield is 97.3%. RXN SMILES: [OH-].[Na+].C([O:6][CH2:7][C:8]1[CH:13]=[CH:12][CH:11]=[C:10]([C:14]([CH3:17])([CH3:16])[CH3:15])[C:9]=1[F:18])(=O)C>O1CCOCC1.O>[C:14]([C:10]1[C:9]([F:18])=[C:8]([CH:13]=[CH:12][CH:11]=1)[CH2:7][OH:6])([CH3:17])([CH3:15])[CH3:16] |f:0.1|. Procedure details: 67 g of 8% strength aqueous sodium hydroxide solution are added to a solution of 25 g (0.11 mole) of 3-tert-butyl-2-fluorobenzyl acetate in 100 ml of dioxane and the mixture is stirred for 7 hours at 50° C., diluted with 100 ml of water and extracted three times with dichloromethane. Drying and evaporation give 19.5 g (97%) of 3-tert-butyl-2-fluorobenzyl alcohol. Reactants: FC(F)(F)C(F)(Br)C(F)(F)Br, CCCC[N+](CCCC)(CCCC)CCCC, COC(C)(C)C, Nc1ccccc1, [Na+], [Na+], [Na+], [Na+], [Na+], O=C([O-])[O-], O, O=C([O-])O, O=S([O-])S(=O)[O-], O=S(=O)([O-])O. The product is Nc1ccc(C(F)(C(F)(F)F)C(F)(F)Br)cc1. Reaction SMILES: [Br:21][C:22]([C:23]([C:24]([F:25])([F:26])[F:27])([F:28])[Br:29])([F:30])[F:31].[CH2:43]([N+:44]([CH2:45][CH2:46][CH2:47][CH3:48])([CH2:49][CH2:50][CH2:51][CH3:52])[CH2:53][CH2:54][CH2:55][CH3:56])[CH2:57][CH2:58][CH3:59].[CH3:60][O:61][C:62]([CH3:63])([CH3:64])[CH3:65].[NH2:9][c:10]1[cH:11][cH:12][cH:13][cH:14][cH:15]1.[Na+:16].[Na+:32].[Na+:33].[Na+:7].[Na+:8].[O-:34][C:35](=[O:36])[O-:37].[OH2:66].[OH:17][C:18](=[O:19])[O-:20].[S:1]([S:2]([O-:3])=[O:4])([O-:5])=[O:6].[S:38]([O-:39])([OH:40])(=[O:41])=[O:42]>>[NH2:9][c:10]1[cH:11][cH:12][c:13]([C:23]([C:22]([Br:21])([F:30])[F:31])([C:24]([F:25])([F:26])[F:27])[F:28])[cH:14][cH:15]1. The reactants are CCN=C=NCCCN(C)C, ClCCl, COC1=C(OC)C(=O)C(Cc2cccc(C(=O)O)c2)=C(C)C1=O, CC(C)N, Cl. Yields the product COC1=C(OC)C(=O)C(Cc2cccc(C(=O)NC(C)C)c2)=C(C)C1=O. RXN SMILES: [CH2:29]([N:30]=[C:31]=[N:32][CH2:33][CH2:34][CH2:35][N:36]([CH3:37])[CH3:38])[CH3:39].[CH2:40]([Cl:41])[Cl:42].[CH3:1][O:2][C:3]1=[C:8]([O:9][CH3:10])[C:7](=[O:11])[C:6]([CH2:12][c:13]2[cH:14][c:15]([C:16](=[O:17])[OH:18])[cH:19][cH:20][cH:21]2)=[C:5]([CH3:22])[C:4]1=[O:23].[CH3:24][CH:25]([CH3:26])[NH2:27].[ClH:28]>>[CH3:1][O:2][C:3]1=[C:8]([O:9][CH3:10])[C:7](=[O:11])[C:6]([CH2:12][c:13]2[cH:14][c:15]([C:16](=[O:18])[NH:27][CH:25]([CH3:24])[CH3:26])[cH:19][cH:20][cH:21]2)=[C:5]([CH3:22])[C:4]1=[O:23]. Reactants: COCC1=CC=C(O1)C(=O)OC (methyl 5-methoxymethyl-2-furancarboxylate), C(CN)N (ethylenediamine). Product: COCC1=CC=C(O1)C(=O)NCCN (5-(methoxymethyl)-N-(2-aminoethyl)-2-furancarboxamide). RXN SMILES: C[O:2][CH2:3][C:4]1[O:8][C:7]([C:9]([O:11][CH3:12])=O)=[CH:6][CH:5]=1.[CH2:13]([NH2:16])[CH2:14][NH2:15]>>[CH3:12][O:11][CH2:9][C:7]1[O:8][C:4]([C:3]([NH:15][CH2:14][CH2:13][NH2:16])=[O:2])=[CH:5][CH:6]=1. Procedure: Using Compound c and anhydrous ethylenediamine, the corresponding procedure of Example 1 was repeated to give 5-(methoxymethyl)-N-(2-aminoethyl)-2-furancarboxamide (Compound d) as light yellow oil. The reactants are CC(=O)O, CC(C)Sc1nc(OS(C)(=O)=O)cs1, [Na+], [OH-], O, OO. Yields the product CC(C)S(=O)(=O)c1nc(OS(C)(=O)=O)cs1. RXN SMILES: [CH3:20][C:21](=[O:22])[OH:23].[CH:1]([CH3:2])([CH3:3])[S:4][c:5]1[s:6][cH:7][c:8]([O:10][S:11](=[O:12])(=[O:13])[CH3:14])[n:9]1.[Na+:19].[OH-:18].[OH2:17].[OH:15][OH:16]>>[CH:1]([CH3:2])([CH3:3])[S:4]([c:5]1[s:6][cH:7][c:8]([O:10][S:11](=[O:12])(=[O:13])[CH3:14])[n:9]1)(=[O:17])=[O:18]. The reactants are CC=1C=C(C(=O)O)C=C(C1C(=O)NCC[C@@H](C)N1CCC(CC1)N(C1=CC=CC=C1)CC=1C=NC=CC1C)C (3,5-Dimethyl-N-((R)-3-{4-[(4-methyl-pyridin-3-ylmethyl)-phenyl-amino]-piperidin-1-yl}-butyl)-terephthalamic acid), C(C)(C)N (isopropylamine), CCN(C(C)C)C(C)C (DIPEA), CCN=C=NCCCN(C)C (EDCI), C=1C=CC2=C(C1)N=NN2O (HOBT). Solvent: CN(C)C=O (DMF). Reaction conditions: time 16 hour. The product is C(C)(C)NC(C1=CC(=C(C(=O)NCC[C@@H](C)N2CCC(CC2)N(C2=CC=CC=C2)CC=2C=NC=CC2C)C(=C1)C)C)=O (N′-isopropyl-2,6-dimethyl-N-((R)-3-{4-[(4-methyl-pyridin-3-ylmethyl)-phenyl-amino]-piperidin-1-yl}-butyl)-terephthalamide). Yield: 19.7%. Reaction SMILES: [CH3:1][C:2]1[CH:3]=[C:4]([CH:8]=[C:9]([CH3:39])[C:10]=1[C:11]([NH:13][CH2:14][CH2:15][C@H:16]([N:18]1[CH2:23][CH2:22][CH:21]([N:24]([CH2:31][C:32]2[CH:33]=[N:34][CH:35]=[CH:36][C:37]=2[CH3:38])[C:25]2[CH:30]=[CH:29][CH:28]=[CH:27][CH:26]=2)[CH2:20][CH2:19]1)[CH3:17])=[O:12])[C:5]([OH:7])=O.CCN=C=NCCCN(C)C.C1C=C[C:54]2N(O)N=[N:57][C:55]=2[CH:56]=1.C(N)(C)C.CCN(C(C)C)C(C)C>CN(C=O)C>[CH:55]([NH:57][C:5](=[O:7])[C:4]1[CH:8]=[C:9]([CH3:39])[C:10]([C:11]([NH:13][CH2:14][CH2:15][C@H:16]([N:18]2[CH2:23][CH2:22][CH:21]([N:24]([CH2:31][C:32]3[CH:33]=[N:34][CH:35]=[CH:36][C:37]=3[CH3:38])[C:25]3[CH:30]=[CH:29][CH:28]=[CH:27][CH:26]=3)[CH2:20][CH2:19]2)[CH3:17])=[O:12])=[C:2]([CH3:1])[CH:3]=1)([CH3:56])[CH3:54]. Reported procedure: 3,5-Dimethyl-N-((R)-3-{4-[(4-methyl-pyridin-3-ylmethyl)-phenyl-amino]-piperidin-1-yl}-butyl)-terephthalamic acid (50.0 mg, 0.09 mmol), EDCI (19.9 mg, 0.10 mmol) and HOBT (14.1 mg, 0.10 mmol) were combined in DMF (4 mL) to give a pale yellow solution. To this solution was added isopropylamine (8.9 μL, 0.10 mmol) followed by DIPEA (19.7 μL, 0.11 mmol) and the resulting mixture was stirred at room temperature for 16 h. Standard workup according to General Procedure C gave the crude product as a tan... Starting materials: CC(N)C(C)(C)C, ClCCl, Fc1ccc(N=C=S)c(F)c1. Product: CC(NC(=S)Nc1ccc(F)cc1F)C(C)(C)C. Reaction SMILES: [CH3:12][C:13]([CH:14]([CH3:15])[NH2:16])([CH3:17])[CH3:18].[Cl:19][CH2:20][Cl:21].[F:1][c:2]1[c:3]([N:9]=[C:10]=[S:11])[cH:4][cH:5][c:6]([F:8])[cH:7]1>>[F:1][c:2]1[c:3]([NH:9][C:10](=[S:11])[NH:16][CH:14]([C:13]([CH3:12])([CH3:17])[CH3:18])[CH3:15])[cH:4][cH:5][c:6]([F:8])[cH:7]1. Starting materials: F[B-](F)(F)F, Cc1onc(-c2ccccc2)c1C(=O)O, CN(C)C=O, CCN(C(C)C)C(C)C, NC(=O)C1CCNCC1, CN(C)C(On1nnc2ccccc21)=[N+](C)C. The product is Cc1onc(-c2ccccc2)c1C(=O)N1CCC(C(N)=O)CC1. Reaction SMILES: [B-:25]([F:26])([F:27])([F:28])[F:29].[CH3:1][c:2]1[c:3]([C:13](=[O:14])[OH:15])[c:4](-[c:7]2[cH:8][cH:9][cH:10][cH:11][cH:12]2)[n:5][o:6]1.[CH3:56][N:57]([CH3:58])[CH:59]=[O:60].[CH:47]([N:48]([CH:49]([CH3:50])[CH3:51])[CH2:52][CH3:53])([CH3:54])[CH3:55].[NH:16]1[CH2:17][CH2:18][CH:19]([C:20](=[O:21])[NH2:22])[CH2:23][CH2:24]1.[n:30]1([O:31][C:32]([N:33]([CH3:34])[CH3:35])=[N+:36]([CH3:37])[CH3:38])[c:39]2[cH:40][cH:41][cH:42][cH:43][c:44]2[n:45][n:46]1>>[CH3:1][c:2]1[c:3]([C:13](=[O:15])[N:16]2[CH2:17][CH2:18][CH:19]([C:20](=[O:21])[NH2:22])[CH2:23][CH2:24]2)[c:4](-[c:7]2[cH:8][cH:9][cH:10][cH:11][cH:12]2)[n:5][o:6]1.